This data is from the Open Reaction Database (ORD), a public repository of structured organic reaction records. The task is: describe an organic reaction: reactants, conditions, products, and yield Reactants: O (water), ClC=1C(NN=CC1Cl)=O (4,5-dichloro-3(2H)-pyridazinone), C([O-])([O-])=O.[K+].[K+] (potassium carbonate), C1(=CC=CC=C1)C=CCCl (3-phenyl-2-propenyl chloride). Run in CN(C=O)C (dimethylformamide), CN(C=O)C (dimethylformamide). Product: ClC=1C(N(N=CC1Cl)CC=CC1=CC=CC=C1)=O (4,5-Dichloro-2-(3-phenyl-2-propenyl)-3(2H)-pyridazinone). Yield: 88.6%. Reaction SMILES: [Cl:1][C:2]1[C:3](=[O:9])[NH:4][N:5]=[CH:6][C:7]=1[Cl:8].C(=O)([O-])[O-].[K+].[K+].[C:16]1([CH:22]=[CH:23][CH2:24]Cl)[CH:21]=[CH:20][CH:19]=[CH:18][CH:17]=1.O>CN(C)C=O>[Cl:1][C:2]1[C:3](=[O:9])[N:4]([CH2:24][CH:23]=[CH:22][C:16]2[CH:21]=[CH:20][CH:19]=[CH:18][CH:17]=2)[N:5]=[CH:6][C:7]=1[Cl:8] |f:1.2.3|. Reported procedure: To a suspension of 16.5 g (100 mmoles) of 4,5-dichloro-3(2H)-pyridazinone and 150 g (163 mmoles) of anhydrous potassium carbonate in 100 ml of anhydrous dimethylformamide a solution of 16.8 g (110 mmoles) of 3-phenyl-2-propenyl chloride in 5 ml of anhydrous dimethylformamide is dropped under stirring and cooling at a temperature below 15° C. The reaction mixture is stirred at room temperature for a day and poured onto 600 ml of water under stirring. The separated crystals are filtered, washed wi...